This data is from the Open Reaction Database (ORD), a public repository of structured organic reaction records. The task is: describe an organic reaction: reactants, conditions, products, and yield Starting materials: COC=1C=C(C=CC1OC)CCN (3,4-dimethoxybenzeneethanamine), O (water), C1(=CC=CC=C1)CCCCCCCCC(=O)O (9-phenylnonanoic acid), N,N'-carbonyldiimidazole. Solvent: ClCCl (dichloromethane), ClCCl (dichloromethane). Conditions: time 18 hour. The product is COC=1C=C(C=CC1OC)CCNC(CCCCCCCCC1=CC=CC=C1)=O (N-[2-(3,4-Dimethoxyphenyl)ethyl]-9-phenylnonanamide). Reaction SMILES: [C:1]1([CH2:7][CH2:8][CH2:9][CH2:10][CH2:11][CH2:12][CH2:13][CH2:14][C:15]([OH:17])=O)[CH:6]=[CH:5][CH:4]=[CH:3][CH:2]=1.[CH3:18][O:19][C:20]1[CH:21]=[C:22]([CH2:28][CH2:29][NH2:30])[CH:23]=[CH:24][C:25]=1[O:26][CH3:27].O>ClCCl>[CH3:18][O:19][C:20]1[CH:21]=[C:22]([CH2:28][CH2:29][NH:30][C:15](=[O:17])[CH2:14][CH2:13][CH2:12][CH2:11][CH2:10][CH2:9][CH2:8][CH2:7][C:1]2[CH:2]=[CH:3][CH:4]=[CH:5][CH:6]=2)[CH:23]=[CH:24][C:25]=1[O:26][CH3:27]. Reported procedure: A solution of 9-phenylnonanoic acid (1.934 g) and N,N'-carbonyldiimidazole (1.34 g) in dry dichloromethane (20 ml) was stirred at 20° for one hour and a solution of 3,4-dimethoxybenzeneethanamine (1.4 ml) in dry dichloromethane (10 ml) then added. The mixture was stirred at 20° for 18 hours and water added. The organic phase was separated, washed with dilute hydrochloric acid, aqueous sodium bicarbonate and brine, dried over magnesium sulphate and evaporated to leave a solid. Crystallisation fro... Reactants: CC[SiH](CC)CC, CCOC(=O)c1ccc(C(=O)Cc2ccccc2)[nH]1, CC#N, O, O=C(O)C(F)(F)F. Yields the product CCOC(=O)c1ccc(CCc2ccccc2)[nH]1. As a reaction SMILES: [CH2:1]([SiH:2]([CH2:3][CH3:4])[CH2:5][CH3:6])[CH3:7].[CH2:8]([CH3:9])[O:10][C:11](=[O:12])[c:13]1[nH:14][c:15]([C:18]([CH2:19][c:20]2[cH:21][cH:22][cH:23][cH:24][cH:25]2)=[O:26])[cH:16][cH:17]1.[CH3:28][C:29]#[N:30].[OH2:27].[OH:31][C:32]([C:33]([F:34])([F:35])[F:36])=[O:37]>>[CH2:8]([CH3:9])[O:10][C:11](=[O:12])[c:13]1[nH:14][c:15]([CH2:18][CH2:19][c:20]2[cH:21][cH:22][cH:23][cH:24][cH:25]2)[cH:16][cH:17]1. The reactants are NC1=C2C(C(=CN(C2=C(C(=C1F)F)F)C1CC1)C(=O)O)=O (5-amino-1-cyclopropyl-6,7,8-trifluoro-1,4-dihydro-4-oxoquinoline-3-carboxylic acid), COC(=O)N[C@@H]1CNC[C@H]1CC (trans-3-methoxycarbonylamino-4-ethyl pyrrolidine), C(C)(C)N(CC)C(C)C (diisopropylethylamine). Run in C(C)#N (acetonitrile). Product: NC1=C2C(C(=CN(C2=C(C(=C1F)N1C[C@H]([C@@H](C1)CC)NC(=O)OC)F)C1CC1)C(=O)O)=O (5-amino-1-cyclopropyl-7-(trans-3-methoxycarbonylamino-4-ethyl-1-pyrrolidinyl)-6,8-difluoro-1,4-dihydro-4-oxoquinoline-3-carboxylic acid). The yield is 56.0%. Reaction SMILES: [NH2:1][C:2]1[C:11]([F:12])=[C:10](F)[C:9]([F:14])=[C:8]2[C:3]=1[C:4](=[O:21])[C:5]([C:18]([OH:20])=[O:19])=[CH:6][N:7]2[CH:15]1[CH2:17][CH2:16]1.[CH3:22][O:23][C:24]([NH:26][C@H:27]1[C@H:31]([CH2:32][CH3:33])[CH2:30][NH:29][CH2:28]1)=[O:25].C(N(C(C)C)CC)(C)C>C(#N)C>[NH2:1][C:2]1[C:11]([F:12])=[C:10]([N:29]2[CH2:30][C@@H:31]([CH2:32][CH3:33])[C@H:27]([NH:26][C:24]([O:23][CH3:22])=[O:25])[CH2:28]2)[C:9]([F:14])=[C:8]2[C:3]=1[C:4](=[O:21])[C:5]([C:18]([OH:20])=[O:19])=[CH:6][N:7]2[CH:15]1[CH2:17][CH2:16]1. Procedure details: A mixture of 5-amino-1-cyclopropyl-6,7,8-trifluoro-1,4-dihydro-4-oxoquinoline-3-carboxylic acid (1.36 g), trans-3-methoxycarbonylamino-4-ethyl pyrrolidine (0.94 g), diisopropylethylamine (0.88 g), and acetonitrile (20 ml) was refluxed for 15 hours. The precipitated crystals wee collected by filtration, and dried to give 5-amino-1-cyclopropyl-7-(trans-3-methoxycarbonylamino-4-ethyl-1-pyrrolidinyl)-6,8-difluoro-1,4-dihydro-4-oxoquinoline-3-carboxylic acid (1.15 g), recrystallized from chloroform-e... Starting materials: ClC1=CC=2N(C3=CC(=CC=C13)SC=1C=C(C=CC1)C1(CCOCC1)C#N)C=NN2 (4-[3-(5-Chloro-[1,2,4]triazolo[4,3-a]quinolin-8-ylsulfanyl)-phenyl]-tetrahydro-pyran-4-carbonitrile), C1(=CC(=CC=C1)B(O)O)C (m-tolylboronic acid), [F-].[K+] (potassium fluoride), C(C)(C)(C)P(C1=C(C=CC=C1)C1=CC=CC=C1)C(C)(C)C (2-(di-tert-butylphosphino)biphenyl). Reagents/catalysts: C=1C=CC(=CC1)/C=C/C(=O)/C=C/C2=CC=CC=C2.C=1C=CC(=CC1)/C=C/C(=O)/C=C/C2=CC=CC=C2.C=1C=CC(=CC1)/C=C/C(=O)/C=C/C2=CC=CC=C2.[Pd].[Pd] (Pd2dba3). The solvent is C1CCOC1 (THF). Run at temperature 80 celsius. The product is C1(=CC(=CC=C1)C1=CC=2N(C3=CC(=CC=C13)SC=1C=C(C=CC1)C1(CCOCC1)C#N)C=NN2)C (4-[3-(5-m-Tolyl-[1,2,4]triazolo[4,3-a]quinolin-8-ylsulfanyl)-phenyl]-tetrahydro-pyran-4-carbonitrile). Reaction SMILES: Cl[C:2]1[C:11]2[C:6](=[CH:7][C:8]([S:12][C:13]3[CH:14]=[C:15]([C:19]4([C:25]#[N:26])[CH2:24][CH2:23][O:22][CH2:21][CH2:20]4)[CH:16]=[CH:17][CH:18]=3)=[CH:9][CH:10]=2)[N:5]2[CH:27]=[N:28][N:29]=[C:4]2[CH:3]=1.[C:30]1([CH3:39])[CH:35]=[CH:34][CH:33]=[C:32](B(O)O)[CH:31]=1.[F-].[K+].C(P(C(C)(C)C)C1C=CC=CC=1C1C=CC=CC=1)(C)(C)C>C1COCC1.C1C=CC(/C=C/C(/C=C/C2C=CC=CC=2)=O)=CC=1.C1C=CC(/C=C/C(/C=C/C2C=CC=CC=2)=O)=CC=1.C1C=CC(/C=C/C(/C=C/C2C=CC=CC=2)=O)=CC=1.[Pd].[Pd]>[C:30]1([CH3:39])[CH:35]=[CH:34][CH:33]=[C:32]([C:2]2[C:11]3[C:6](=[CH:7][C:8]([S:12][C:13]4[CH:14]=[C:15]([C:19]5([C:25]#[N:26])[CH2:24][CH2:23][O:22][CH2:21][CH2:20]5)[CH:16]=[CH:17][CH:18]=4)=[CH:9][CH:10]=3)[N:5]3[CH:27]=[N:28][N:29]=[C:4]3[CH:3]=2)[CH:31]=1 |f:2.3,6.7.8.9.10|. Reported procedure: 5s (70 mg, 0.17 mmol), m-tolylboronic acid (34 mg, 0.25 mmol), Pd2dba3 (4 mg, 0.01 mmol), potassium fluoride (29 mg, 0.50 mmol), and 2-(di-tert-butylphosphino)biphenyl (5 mg, 0.02 mmol) were dissolved in THF (5 mL) and degassed with N2 for 5 minutes. The reaction was heated to 80° C. for 5 hours, then cooled to room temperature and concentrated. The residue was purified by preparative HPLC to give the desired product, 5t. The reactants are NC=1C(=NNC1C(C)C)C(=O)N (4-amino-5-isopropylpyrazole-3-carboxamide), NC(=O)N (urea), C(C)(=O)O (acetic acid). Solvent: [OH-].[Na+] (sodium hydroxide). Run at temperature 5 celsius, time 30 minute. Product: OC=1N=C(C2=C(N1)C(=NN2)C(C)C)O (5,7-dihydroxy-3-isopropylpyrazolo[4,3-d]pyrimidine). Yield: 78.5%. As a reaction SMILES: [NH2:1][C:2]1[C:3]([C:10]([NH2:12])=[O:11])=[N:4][NH:5][C:6]=1[CH:7]([CH3:9])[CH3:8].N[C:14](N)=[O:15].C(O)(=O)C>[OH-].[Na+]>[OH:15][C:14]1[N:12]=[C:10]([OH:11])[C:3]2[NH:4][N:5]=[C:6]([CH:7]([CH3:9])[CH3:8])[C:2]=2[N:1]=1 |f:3.4|. Procedure details: Mixture of 4-amino-5-isopropylpyrazole-3-carboxamide (770 mg, 4.58 mmol) and urea (1.4 g, 4.58 mmol) was fused at 180° C. for 30 min. After cooling, the solid was dissolved in 2.3 mL of 2 M sodium hydroxide. The boiling solution was acidified with glacial acetic acid and the warm solution was filtered. This solution was cooled to 5° C. and the product started to precipitate after a few minutes. The crude product (1.3 g) was recrystallized twice from a hot water. Yield 78.5%; mp=295-298° C. 1H NM... Starting materials: C(C)(C)(C)C1=C(C=CC=C1)N1CCN(CC1)C(=O)C=1C=NC(=CC1)Cl (1-(2-tert-Butylphenyl)-4-[(6-chloropyridin-3-yl)carbonyl]piperazine), C(CS)(=O)OCC (ethyl thioglycolate), C([O-])([O-])=O.[K+].[K+] (potassium carbonate), CN(C=O)C (N,N-dimethylformamide). Run in O (Water). Conditions: temperature 80 celsius, time 2 hour. Yields the product C(C)(C)(C)C1=C(C=CC=C1)N1CCN(CC1)C(=O)C=1C=CC(=NC1)SCC(=O)OCC (Ethyl [(5-{[4-(2-tert-butylphenyl)piperazin-1-yl]carbonyl}pyridin-2-yl)sulfanyl]acetate). Isolated yield 59.1%. RXN SMILES: [C:1]([C:5]1[CH:10]=[CH:9][CH:8]=[CH:7][C:6]=1[N:11]1[CH2:16][CH2:15][N:14]([C:17]([C:19]2[CH:20]=[N:21][C:22](Cl)=[CH:23][CH:24]=2)=[O:18])[CH2:13][CH2:12]1)([CH3:4])([CH3:3])[CH3:2].[C:26]([O:30][CH2:31][CH3:32])(=[O:29])[CH2:27][SH:28].C(=O)([O-])[O-].[K+].[K+].CN(C)C=O>O>[C:1]([C:5]1[CH:10]=[CH:9][CH:8]=[CH:7][C:6]=1[N:11]1[CH2:16][CH2:15][N:14]([C:17]([C:19]2[CH:24]=[CH:23][C:22]([S:28][CH2:27][C:26]([O:30][CH2:31][CH3:32])=[O:29])=[N:21][CH:20]=2)=[O:18])[CH2:13][CH2:12]1)([CH3:4])([CH3:3])[CH3:2] |f:2.3.4|. Procedure: A mixture of 1-(2-tert-butylphenyl)-4-[(6-chloropyridin-3-yl)carbonyl]piperazine obtained in Example 18 (590 mg), ethyl thioglycolate (361 mg), potassium carbonate (691 mg), and N,N-dimethylformamide (10 mL) was stirred at 80° C. for 2 h. Water was added to the reaction solution, and the mixture was extracted with ethyl acetate. The ethyl acetate layer was washed with saturated brine, and dried over anhydrous magnesium sulfate. The solvent was evaporated under reduced pressure, and the residue w... Reactants: C1(=CC=CC=C1)C(OC1CCN(CC1)CCCN)C1=CC=CC=C1 (4-(diphenylmethoxy)-1-piperidinepropanamine), ClC=1C=CC=2N(N1)C=C(N2)C2(CC2)C(=O)OC(C)C (isopropyl 1-(6-chloroimidazo[1,2-b]pyridazin-2-yl]cyclopropanecarboxylate), C([O-])(O)=O.[Na+] (sodium bicarbonate). The product is Cl.Cl.C1(=CC=CC=C1)C(OC1CCN(CC1)CCCNC=1C=CC=2N(N1)C=C(N2)C2(CC2)C(=O)OC(C)C)C2=CC=CC=C2 (isopropyl 1-[6-[3-[4-(diphenylmethoxy)piperidino]propylamino]imidazo[1,2-b]pyridazin-2-yl]cyclopropanecarboxylate dihydrochloride). The yield is 49.1%. RXN SMILES: [C:1]1([CH:7]([C:19]2[CH:24]=[CH:23][CH:22]=[CH:21][CH:20]=2)[O:8][CH:9]2[CH2:14][CH2:13][N:12]([CH2:15][CH2:16][CH2:17][NH2:18])[CH2:11][CH2:10]2)[CH:6]=[CH:5][CH:4]=[CH:3][CH:2]=1.[Cl:25][C:26]1[CH:27]=[CH:28][C:29]2[N:30]([CH:32]=[C:33]([C:35]3([C:38]([O:40][CH:41]([CH3:43])[CH3:42])=[O:39])[CH2:37][CH2:36]3)[N:34]=2)[N:31]=1.C(=O)(O)[O-].[Na+]>>[ClH:25].[ClH:25].[C:19]1([CH:7]([C:1]2[CH:2]=[CH:3][CH:4]=[CH:5][CH:6]=2)[O:8][CH:9]2[CH2:14][CH2:13][N:12]([CH2:15][CH2:16][CH2:17][NH:18][C:26]3[CH:27]=[CH:28][C:29]4[N:30]([CH:32]=[C:33]([C:35]5([C:38]([O:40][CH:41]([CH3:43])[CH3:42])=[O:39])[CH2:37][CH2:36]5)[N:34]=4)[N:31]=3)[CH2:11][CH2:10]2)[CH:24]=[CH:23][CH:22]=[CH:21][CH:20]=1 |f:2.3,4.5.6|. Procedure: 2.72 g of 4-(diphenylmethoxy)-1-piperidinepropanamine and 1.27 g of isopropyl 1-(6-chloroimidazo[1,2-b]pyridazin-2-yl]cyclopropanecarboxylate were stirred at 165° C. for 4.5 hours. After cooling, aqueous sodium bicarbonate was added, followed by extraction with ethyl acetate; the extract was washed with saturated saline and dried with magnesium sulfate. The dry product was concentrated under reduced pressure; the residue was subjected to silica gel column chromatography and eluted with ethyl ace... Starting materials: OCC1=CN(C2=NC(=C(N=C21)C2=CC=C(C=C2)C)C2=CC=C(C=C2)C)CCCCCCC(=O)OCC (Ethyl 7-(7-(hydroxymethyl)-2,3-di-p-tolyl-5H-pyrrolo[2,3-b]pyrazin-5-yl)heptanoate), [H-].[Na+] (NaH), Cl (HCl), CI (Methyl iodide). The solvent is CN(C)C=O (DMF), O (water). Run at time 15 minute. Product: COCC1=CN(C2=NC(=C(N=C21)C2=CC=C(C=C2)C)C2=CC=C(C=C2)C)CCCCCCC(=O)O (7-(7-(Methoxymethyl)-2,3-di-p-tolyl-5H-pyrrolo[2,3-b]pyrazin-5-yl)heptanoic acid). As a reaction SMILES: [OH:1][CH2:2][C:3]1[C:11]2[C:6](=[N:7][C:8]([C:19]3[CH:24]=[CH:23][C:22]([CH3:25])=[CH:21][CH:20]=3)=[C:9]([C:12]3[CH:17]=[CH:16][C:15]([CH3:18])=[CH:14][CH:13]=3)[N:10]=2)[N:5]([CH2:26][CH2:27][CH2:28][CH2:29][CH2:30][CH2:31][C:32]([O:34]CC)=[O:33])[CH:4]=1.[H-].[Na+].[CH3:39]I.Cl>CN(C=O)C.O>[CH3:39][O:1][CH2:2][C:3]1[C:11]2[C:6](=[N:7][C:8]([C:19]3[CH:20]=[CH:21][C:22]([CH3:25])=[CH:23][CH:24]=3)=[C:9]([C:12]3[CH:17]=[CH:16][C:15]([CH3:18])=[CH:14][CH:13]=3)[N:10]=2)[N:5]([CH2:26][CH2:27][CH2:28][CH2:29][CH2:30][CH2:31][C:32]([OH:34])=[O:33])[CH:4]=1 |f:1.2|. Procedure details: Ethyl 7-(7-(hydroxymethyl)-2,3-di-p-tolyl-5H-pyrrolo[2,3-b]pyrazin-5-yl)heptanoate (Example 3) (50 mg, 0.103 mmol) in dry DMF (1 ml) under nitrogen was treated with NaH (60% in mineral oil) (4.53 mg, 0.113 mmol) and the resulting mixture was stirred at RT for 15 minutes. Methyl iodide (7.08 μl, 0.113 mmol) was added and stirring continued at RT overnight. The mixture was added to water (30 ml) and the pH was adjusted to pH1 by addition of 2M HCl. The aqueous was extracted with DCM (×3) and the c... Run in CCOC(=O)C (EtOAc), [Cl-].[NH4+] (ammonium chloride). Reaction SMILES: [C:1]([O:5][C:6](=[O:36])[N:7]([C:15]1[C:16]([CH3:35])([CH3:34])[S:17](=[O:33])(=[O:32])[CH2:18][C@:19]([C:22]2[CH:27]=[C:26]([N+:28]([O-:30])=[O:29])[CH:25]=[CH:24][C:23]=2F)([CH3:21])[N:20]=1)[C:8]([O:10][C:11]([CH3:14])([CH3:13])[CH3:12])=[O:9])([CH3:4])([CH3:3])[CH3:2].CN(C=[O:41])C.C(=O)([O-])[O-].[Cs+].[Cs+].CS(CCO)(=O)=O>CCOC(C)=O.[Cl-].[NH4+]>[C:1]([O:5][C:6](=[O:36])[N:7]([C:15]1[C:16]([CH3:35])([CH3:34])[S:17](=[O:33])(=[O:32])[CH2:18][C@:19]([C:22]2[CH:27]=[C:26]([N+:28]([O-:30])=[O:29])[CH:25]=[CH:24][C:23]=2[OH:41])([CH3:21])[N:20]=1)[C:8]([O:10][C:11]([CH3:14])([CH3:13])[CH3:12])=[O:9])([CH3:4])([CH3:3])[CH3:2] |f:2.3.4,7.8|. Reaction conditions: time 8 hour. Procedure details: To a solution of (R)-tert-butyl-N-(5-(2-fluoro-5-nitrophenyl)-2,2,5-trimethyl-1,1-dioxido-5,6-dihydro-2H-1,4-thiazin-3-yl)-N-tert-butoxycarbonyl-carbamate (1.00 g, 1.888 mmol) (prepared according to the procedure detailed in Intermediate 32, Step 1) in DMF (8 ml) 2-(methylsulphonyl)ethanol (0.49 g, 3.95 mmol) and cesium carbonate (1.28 g, 3.93 mmol) were added and the mixture was stirred overnight at rt. Additional Cs2CO3 (610 mg, 1 eq) and 2-(methylsulphonyl)ethanol (250 mg, 1 eq) were added an... Starting materials: C(C)(C)(C)OC(N(C(=O)OC(C)(C)C)C=1C(S(C[C@@](N1)(C)C1=C(C=CC(=C1)[N+](=O)[O-])F)(=O)=O)(C)C)=O ((R)-tert-butyl-N-(5-(2-fluoro-5-nitrophenyl)-2,2,5-trimethyl-1,1-dioxido-5,6-dihydro-2H-1,4-thiazin-3-yl)-N-tert-butoxycarbonyl-carbamate), C([O-])([O-])=O.[Cs+].[Cs+] (cesium carbonate), C(=O)([O-])[O-].[Cs+].[Cs+] (Cs2CO3), CS(=O)(=O)CCO (2-(methylsulphonyl)ethanol), Intermediate 32, CN(C)C=O (DMF). The yield is 94.4%. Yields the product C(C)(C)(C)OC(N(C(=O)OC(C)(C)C)C=1C(S(C[C@@](N1)(C)C1=C(C=CC(=C1)[N+](=O)[O-])O)(=O)=O)(C)C)=O ((R)-tert-butyl-N-(5-(2-hydroxy-5-nitrophenyl)-2,2,5-trimethyl-1,1-dioxido-5,6-dihydro-2H-1,4-thiazin-3-yl)-N-tert-butoxylcarbonyl-carbamate). Reactants: BrC1=CN=C2N1C=CC(=C2F)C(C)(C)O (3-Bromo-8-fluoro-7-(1-hydroxy-1-methylethyl)imidazo[1,2-α]pyridine), FC=1C=C(C(=CC1)C1=CC(=CC=C1)B1OC(C(O1)(C)C)(C)C)C#N (4-fluoro-3′-(4,4,5,5-tetramethyl-[1,3,2]dioxaborolan-2-yl)biphenyl-2-carbonitrile). Yields the product FC=1C=C(C(=CC1)C1=CC(=CC=C1)C1=CN=C2N1C=CC(=C2F)C(C)(C)O)C#N (4-fluoro-3′-[8-fluoro-7-(1-hydroxy-1-methylethyl)imidazo[1,2-α]pyridin-3-yl]biphenyl-2-carbonitrile). Yield: 53.5%. Reaction SMILES: Br[C:2]1[N:6]2[CH:7]=[CH:8][C:9]([C:12]([OH:15])([CH3:14])[CH3:13])=[C:10]([F:11])[C:5]2=[N:4][CH:3]=1.[F:16][C:17]1[CH:18]=[C:19]([C:38]#[N:39])[C:20]([C:23]2[CH:28]=[CH:27][CH:26]=[C:25](B3OC(C)(C)C(C)(C)O3)[CH:24]=2)=[CH:21][CH:22]=1>>[F:16][C:17]1[CH:18]=[C:19]([C:38]#[N:39])[C:20]([C:23]2[CH:28]=[CH:27][CH:26]=[C:25]([C:2]3[N:6]4[CH:7]=[CH:8][C:9]([C:12]([OH:15])([CH3:14])[CH3:13])=[C:10]([F:11])[C:5]4=[N:4][CH:3]=3)[CH:24]=2)=[CH:21][CH:22]=1. Procedure details: 3-Bromo-8-fluoro-7-(1-hydroxy-1-methylethyl)imidazo[1,2-α]pyridine (0.10 g, 0.36 mmol) and 4-fluoro-3′-(4,4,5,5-tetramethyl-[1,3,2]dioxaborolan-2-yl)biphenyl-2-carbonitrile (0.15 g, 0.47 mmol) were coupled following the procedure in Example 1 to afford 4-fluoro-3′-[8-fluoro-7-(1-hydroxy-1-methylethyl)imidazo[1,2-α]pyridin-3-yl]biphenyl-2-carbonitrile as a white amorphous solid (75 mg, 53%): δH (360 MHz, CDCl3) 1.74 (6H, s), 2.09 (1H, s), 7.19 (1H, dd, J 7 and 7), 7.30 (1H, ddd,J 8, 8 and 3), 7.4...